The task is: describe an organic reaction: reactants, conditions, products, and yield. This data is from the Open Reaction Database (ORD), a public repository of structured organic reaction records. The reactants are C(=O)([O-])[O-].[Na+].[Na+] (Na2CO3), BrC=1C=C(C(=NC1)N(C(OC(C)(C)C)=O)C(=O)OC(C)(C)C)C#C[Si](C)(C)C (tert-butyl N-[5-bromo-3-(2-trimethylsilylethynyl)-2-pyridyl]-N-tert-butoxycarbonyl-carbamate). Run in CN(C)C=O (DMF), CCOC(=O)C (EtOAc), O (water). Reaction conditions: time 18 hour. Yields the product BrC=1C=C(C(=NC1)N(C(OC(C)(C)C)=O)C(=O)OC(C)(C)C)C#C (tert-Butyl N-(5-bromo-3-ethynyl-2-pyridyl)-N-tert-butoxycarbonyl-carbamate). Yield: 100.2%. Reaction SMILES: C([O-])([O-])=O.[Na+].[Na+].[Br:7][C:8]1[CH:9]=[C:10]([C:29]#[C:30][Si](C)(C)C)[C:11]([N:14]([C:22]([O:24][C:25]([CH3:28])([CH3:27])[CH3:26])=[O:23])[C:15](=[O:21])[O:16][C:17]([CH3:20])([CH3:19])[CH3:18])=[N:12][CH:13]=1>CN(C=O)C.CCOC(C)=O.O>[Br:7][C:8]1[CH:9]=[C:10]([C:29]#[CH:30])[C:11]([N:14]([C:22]([O:24][C:25]([CH3:28])([CH3:27])[CH3:26])=[O:23])[C:15](=[O:21])[O:16][C:17]([CH3:19])([CH3:20])[CH3:18])=[N:12][CH:13]=1 |f:0.1.2|. Reported procedure: 2M aqueous Na2CO3 (639.0 μL, 1.278 mmol) was added to a stirred solution of tert-butyl N-[5-bromo-3-(2-trimethylsilylethynyl)-2-pyridyl]-N-tert-butoxycarbonyl-carbamate (500 mg, 1.065 mmol) in DMF (1.5 mL) and the resulting suspension stirred at ambient temperature for 18 hours. The reaction mixture was diluted with EtOAc and water and the layers separated. The aqueous layer was extracted with EtOAc (×2) and the combined organic extracts washed with water (×3), brine (×2), dried (MgSO4), filtere... Starting materials: COC(CC1=CC(=C(C=C1)SC(N(C)C)=O)Cl)=O (3-chloro-4-dimethylcarbamoylthiophenyl acetic acid methyl ester), C[O-].[Na+] (sodium methoxide), BrC(C)(C)Br (dibromopropane). Run in CO (MeOH), CO (MeOH). Conditions: temperature 20 celsius, time 2 hour. Product: COC(CC1=CC(=C(C=C1)SCCCBr)Cl)=O (3-chloro-4-(3-bromopropyl)thiophenyl acetic acid methyl ester). RXN SMILES: [CH3:1][O:2][C:3](=[O:18])[CH2:4][C:5]1[CH:10]=[CH:9][C:8]([S:11][C:12](=O)N(C)C)=[C:7]([Cl:17])[CH:6]=1.C[O-].[Na+].[Br:22][C:23](Br)(C)[CH3:24]>CO>[CH3:1][O:2][C:3](=[O:18])[CH2:4][C:5]1[CH:10]=[CH:9][C:8]([S:11][CH2:12][CH2:24][CH2:23][Br:22])=[C:7]([Cl:17])[CH:6]=1 |f:1.2|. Procedure details: A solution of 3-chloro-4-dimethylcarbamoylthiophenyl acetic acid methyl ester (10.028 grams; 34.848 mmol) in dry MeOH (90 mL) was treated with a solution of sodium methoxide (4.37 M; 11.16 mL; 48.788 mmol). The reaction was refluxed for 2 hours. The reaction mixture was cooled to 20 ° C. and transferred to a dropping funnel. The dropping funnel was placed atop a flask containing a solution of dibromopropane (14.15 mL; 139.392 mmol) in dry MeOH (50 mL). The contents of the dropping funnel were ad... Reactants: 6-(1H-Benzo[d]imidazol-5-yl)-1-((tetrahydro-2H-pyran-4-yl)methyl)-1H-imidazol-[4,5-b]pyrazin-2(3H)-one hydrochloride, hydrochloride salt, C[Sn](C1=CC2=C(NC(=N2)C(=O)OC(C)(C)C)C=C1)(C)C (tert-Butyl 5-(trimethylstannyl)-1H-benzo[d]imidazole-2-carboxylate), BrC1=CN=C2C(=N1)N(C(N2)=O)CC2CCOCC2 (6-bromo-1-((tetrahydro-2H-pyran-4-yl)methyl)-1H-imidazo[4,5-b]pyrazin-2(3H)-one). The reagents and catalysts are Cl[Pd]([P](C1=CC=CC=C1)(C2=CC=CC=C2)C3=CC=CC=C3)([P](C4=CC=CC=C4)(C5=CC=CC=C5)C6=CC=CC=C6)Cl (dichlorobis(triphenylphosphine)palladium(II)). Run in CN(C)C=O (DMF). The product is N1C=NC2=C1C=CC(=C2)C2=CN=C1C(=N2)N(C(N1)=O)CC1CCOCC1 (6-(1H-benzo[d]imidazol-5-yl)-1-((tetrahydro-2H-pyran-4-yl)methyl)-1H-imidazo[4,5-b]pyrazin-2(3H)-one). The yield is 10.5%. As a reaction SMILES: C[Sn](C)(C)[C:3]1[CH:18]=[CH:17][C:6]2[NH:7][C:8](C(OC(C)(C)C)=O)=[N:9][C:5]=2[CH:4]=1.Br[C:22]1[N:27]=[C:26]2[N:28]([CH2:32][CH:33]3[CH2:38][CH2:37][O:36][CH2:35][CH2:34]3)[C:29](=[O:31])[NH:30][C:25]2=[N:24][CH:23]=1>CN(C=O)C.Cl[Pd](Cl)([P](C1C=CC=CC=1)(C1C=CC=CC=1)C1C=CC=CC=1)[P](C1C=CC=CC=1)(C1C=CC=CC=1)C1C=CC=CC=1>[NH:7]1[C:6]2[CH:17]=[CH:18][C:3]([C:22]3[N:27]=[C:26]4[N:28]([CH2:32][CH:33]5[CH2:38][CH2:37][O:36][CH2:35][CH2:34]5)[C:29](=[O:31])[NH:30][C:25]4=[N:24][CH:23]=3)=[CH:4][C:5]=2[N:9]=[CH:8]1 |^1:46,65|. Procedure details: 6-(1H-Benzo[d]imidazol-5-yl)-1-((tetrahydro-2H-pyran-4-yl)methyl)-1H-imidazol-[4,5-b]pyrazin-2(3H)-one hydrochloride. tert-Butyl 5-(trimethylstannyl)-1H-benzo[d]imidazole-2-carboxylate (640 mg, 1.7 mmol), 6-bromo-1-((tetrahydro-2H-pyran-4-yl)methyl)-1H-imidazo[4,5-b]pyrazin-2(3H)-one (See Example 101.B) (420 mg, 1.3 mmol), dichlorobis(triphenylphosphine)palladium(II) (90 mg, 0.13 mmol) in DMF (25 mL) were reacted for 1.5 h at 90° C. The product was purified by reverse-phase semi-preparatory HPLC... Reactants: solution, ClC1=CC(=CC=C1)C(=O)OO (m-chloroperbenzoic acid), CC=1C=CC(=NC1)CSC1=NC2=C(N1)C=C1CCCC1=C2 (1,5,6,7-tetrahydro-2-[[(5-methyl-2-pyridyl)-methyl]thio]indeno(5,6-d)imidazole). Run in C(Cl)Cl (methylene chloride), C(C)(=O)OCC (ethyl acetate), C(Cl)Cl (methylene chloride). Conditions: time 3 hour. Product: CC=1C=CC(=NC1)CS(=O)C1=NC2=C(N1)C=C1CCCC1=C2 (1,5,6,7-tetrahydro-2-[[(5-methyl-2-pyridyl)methyl]sulfinyl]indeno(5,6-d)imidazole). The yield is 65.1%. As a reaction SMILES: ClC1C=CC=C(C(OO)=[O:9])C=1.[CH3:12][C:13]1[CH:14]=[CH:15][C:16]([CH2:19][S:20][C:21]2[NH:25][C:24]3[CH:26]=[C:27]4[C:31](=[CH:32][C:23]=3[N:22]=2)[CH2:30][CH2:29][CH2:28]4)=[N:17][CH:18]=1>C(OCC)(=O)C.C(Cl)Cl>[CH3:12][C:13]1[CH:14]=[CH:15][C:16]([CH2:19][S:20]([C:21]2[NH:25][C:24]3[CH:26]=[C:27]4[C:31](=[CH:32][C:23]=3[N:22]=2)[CH2:30][CH2:29][CH2:28]4)=[O:9])=[N:17][CH:18]=1. Procedure details: 50 ml of a 10% solution of m-chloroperbenzoic acid in ethyl acetate were added dropwise with intensive stirring and at 0°-5° C. to 6.7 g of 1,5,6,7-tetrahydro-2-[[(5-methyl-2-pyridyl)-methyl]thio]indeno(5,6-d)imidazole, dissolved in 200 ml of methylene chloride. After stirring at 0°-5° C. for 3 hours, the mixture was poured into 1 l of methylene chloride, it was washed twice with 250 g of 2N soda, then neutral with water, dried over sodium sulfate and evaporated in vacuo. 6.5 g of crude product ...